From a dataset of the Open Reaction Database (ORD), a public repository of structured organic reaction records. describe an organic reaction: reactants, conditions, products, and yield Starting materials: O=[Ag], CON(C)C(=O)C1(C(=O)OC(C)(C)C)C(CO)C1c1ccccc1, CI. The product is COCC1C(c2ccccc2)C1(C(=O)OC(C)(C)C)C(=O)N(C)OC. RXN SMILES: [Ag:27]=[O:28].[C:1]([CH3:2])([CH3:3])([CH3:4])[O:5][C:6](=[O:7])[C:8]1([C:19]([N:20]([CH3:21])[O:22][CH3:23])=[O:24])[CH:9]([CH2:17][OH:18])[CH:10]1[c:11]1[cH:12][cH:13][cH:14][cH:15][cH:16]1.[CH3:25][I:26]>>[C:1]([CH3:2])([CH3:3])([CH3:4])[O:5][C:6](=[O:7])[C:8]1([C:19]([N:20]([CH3:21])[O:22][CH3:23])=[O:24])[CH:9]([CH2:17][O:18][CH3:25])[CH:10]1[c:11]1[cH:12][cH:13][cH:14][cH:15][cH:16]1. The reactants are CC[SiH](CC)CC, ClCCl, O=C(O)C(F)(F)F, COc1ccc(C(O)c2cc3ccccc3s2)cc1. The product is COc1ccc(Cc2cc3ccccc3s2)cc1. Reaction SMILES: [CH2:20]([SiH:21]([CH2:22][CH3:23])[CH2:24][CH3:25])[CH3:26].[Cl:34][CH2:35][Cl:36].[F:27][C:28]([F:29])([F:30])[C:31]([OH:32])=[O:33].[s:1]1[c:2]2[c:3]([cH:4][c:5]1[CH:6]([c:7]1[cH:8][cH:9][c:10]([O:13][CH3:14])[cH:11][cH:12]1)[OH:15])[cH:16][cH:17][cH:18][cH:19]2>>[s:1]1[c:2]2[c:3]([cH:4][c:5]1[CH2:6][c:7]1[cH:8][cH:9][c:10]([O:13][CH3:14])[cH:11][cH:12]1)[cH:16][cH:17][cH:18][cH:19]2. Starting materials: N1C(=CC2=CC=CC=C12)/C=C/C=C(/C(=O)OC)\OC (methyl (2Z,4E)-5-(2-indolyl)-2-methoxy-2,4-pentadienoate), solution, C[Al](C)C (trimethylaluminium), C(CCC)N (butylamine). Run in C1(=CC=CC=C1)C (toluene), ClCCl (dichloromethane). Conditions: temperature 10 celsius, time 30 minute. The product is C(CCC)NC(/C(=C/C=C/C=1NC2=CC=CC=C2C1)/OC)=O ((2Z,4E)-N-Butyl-5-(2-indolyl)-2-methoxy-2,4-pentadienamide). Yield: 47.3%. As a reaction SMILES: C[Al](C)C.[CH2:5]([NH2:9])[CH2:6][CH2:7][CH3:8].[NH:10]1[C:18]2[C:13](=[CH:14][CH:15]=[CH:16][CH:17]=2)[CH:12]=[C:11]1/[CH:19]=[CH:20]/[CH:21]=[C:22](\[O:27][CH3:28])/[C:23](OC)=[O:24]>C1(C)C=CC=CC=1.ClCCl>[CH2:5]([NH:9][C:23](=[O:24])/[C:22](/[O:27][CH3:28])=[CH:21]/[CH:20]=[CH:19]/[C:11]1[NH:10][C:18]2[C:13]([CH:12]=1)=[CH:14][CH:15]=[CH:16][CH:17]=2)[CH2:6][CH2:7][CH3:8]. Procedure details: A 2M solution of trimethylaluminium in toluene (0.4 ml) was added at room temperature under nitrogen to a solution of butylamine (0.04 ml, 0.39 mmol) in dichloromethane (10 ml). Stirring was continued for 30 minutes and methyl (2Z,4E)-5-(2-indolyl)-2-methoxy-2,4-pentadienoate (0.1 g, 0.39 mmol) was added. The solution was refluxed for 5 hours; after cooling to 10° C., the reaction was quenched with 10% HCl and the separated organic layer was washed with a saturated solution of NaHCO3 and water, ... The reactants are COC(=O)C=O, CCCCNCCCC, CCC(=O)O, CC(=O)OC(C)=O, CCCCCCC=O. Yields the product CCCCCC(C=O)=CC(=O)OC. Reaction SMILES: [C:9]([CH:10]=[O:11])(=[O:12])[O:13][CH3:14].[CH2:20]([NH:21][CH2:22][CH2:23][CH2:24][CH3:25])[CH2:26][CH2:27][CH3:28].[CH3:15][CH2:16][C:17](=[O:18])[OH:19].[CH3:29][C:30]([O:31][C:32](=[O:33])[CH3:34])=[O:35].[CH:1]([CH2:2][CH2:3][CH2:4][CH2:5][CH2:6][CH3:7])=[O:8]>>[CH:1]([C:2]([CH2:3][CH2:4][CH2:5][CH2:6][CH3:7])=[CH:10][C:9](=[O:12])[O:13][CH3:14])=[O:8]. Reactants: [C-]1(C=CC=C1)CCCCCCCCCCCCCCCCBr.[CH-]1C=CC=C1.[Fe+2] (16-Ferrocenylhexadecyl bromide), C(C)(=S)[O-].[K+] (potassium thioacetate). Yields the product C(C)(=O)SCCCCCCCCCCCCCCCC[C-]1C=CC=C1.[CH-]1C=CC=C1.[Fe+2] (16-(S-Acetylthio)hexadecylferrocene). Yield: 89.7%. Reaction SMILES: [C-:1]1([CH2:6][CH2:7][CH2:8][CH2:9][CH2:10][CH2:11][CH2:12][CH2:13][CH2:14][CH2:15][CH2:16][CH2:17][CH2:18][CH2:19][CH2:20][CH2:21]Br)[CH:5]=[CH:4][CH:3]=[CH:2]1.[CH-:23]1[CH:27]=[CH:26][CH:25]=[CH:24]1.[Fe+2:28].[C:29]([O-:32])(=[S:31])[CH3:30].[K+]>>[C:29]([S:31][CH2:21][CH2:20][CH2:19][CH2:18][CH2:17][CH2:16][CH2:15][CH2:14][CH2:13][CH2:12][CH2:11][CH2:10][CH2:9][CH2:8][CH2:7][CH2:6][C-:1]1[CH:5]=[CH:4][CH:3]=[CH:2]1)(=[O:32])[CH3:30].[CH-:23]1[CH:27]=[CH:26][CH:25]=[CH:24]1.[Fe+2:28] |f:0.1.2,3.4,5.6.7|. Reported procedure: 16-Ferrocenylhexadecyl bromide 26 (1.1 g, 2.3 mmol) was treated with potassium thioacetate (0.4 g, 3.5 mmol) for 20 h following the same procedure described for 27 to afford yellow crystals (1.0 g, 93%): mp 55–57° C.; 1H NMR δ 1.25 (s, 22H), 1.51 (m, 2H), 2.30 (m, 2H), 2.32 (s, 3H), 2.86 (m, 2H), 4.04 (s, 2H), 4.05 (s, 2H), 4.09 (s, 5H); 13C NMR δ 29.5, 29.8, 30.2, 30.3, 30.3, 31.8, 67.7, 68.8, 69.2, 90.0, 197.5; FAB-MS obsd 484.2518, calcd exact mass 484.2514; Anal. Calcd for C28H44FeOS: C, 69.... Starting materials: BrC=1C=C2CC(NC2=CC1)=O (5-Bromo-1,3-dihydroindol-2-one), N1CC(CC1)CCNC(=O)C1=C(NC(=C1C1=CC=CC=C1)C=O)C (5-formyl-2-methyl-4-phenyl-1H-pyrrole-3-carboxylic acid (2-pyrrolidin-3-ylethyl)amide), isopropyl. The product is N1(CCCC1)CCNC(=O)C1=C(NC(=C1C1=CC=CC=C1)C=C1C(NC2=CC=C(C=C12)Br)=O)C (5-(5-Bromo-2-oxo-1,2-dihydroindol-3-ylidenemethyl)-2-methyl-4-phenyl-1H-pyrrole-3-carboxylic acid (2-pyrrolidin-1-ylethyl)amide). Yield: 27.0%. As a reaction SMILES: [Br:1][C:2]1[CH:3]=[C:4]2[C:8](=[CH:9][CH:10]=1)[NH:7][C:6](=[O:11])[CH2:5]2.N1CCC([CH2:17][CH2:18][NH:19][C:20]([C:22]2[C:26]([C:27]3[CH:32]=[CH:31][CH:30]=[CH:29][CH:28]=3)=[C:25]([CH:33]=O)[NH:24][C:23]=2[CH3:35])=[O:21])C1>>[N:7]1([CH2:17][CH2:18][NH:19][C:20]([C:22]2[C:26]([C:27]3[CH:28]=[CH:29][CH:30]=[CH:31][CH:32]=3)=[C:25]([CH:33]=[C:5]3[C:4]4[C:8](=[CH:9][CH:10]=[C:2]([Br:1])[CH:3]=4)[NH:7][C:6]3=[O:11])[NH:24][C:23]=2[CH3:35])=[O:21])[CH2:8][CH2:4][CH2:5][CH2:6]1. Reported procedure: 5-Bromo-1,3-dihydroindol-2-one (44 mg, 0.21 mmol) was condensed with 5-formyl-2-methyl-4-phenyl-1H-pyrrole-3-carboxylic acid (2-pyrrolidin-3-ylethyl)amide (70 mg, prepared in the same manner as the isopropyl analog, above) to give 0.03 g (27%) of the title compound as a yellow solid. Yields the product Nc1ncnc2c1c(-c1ccc(Oc3ccccc3)cc1)cn2C1CCC(O)C1. Reactants: CCO, [H][H], Nc1ncnc2c1c(-c1ccc(Oc3ccccc3)cc1)cn2C1C=CC(O)C1. RXN SMILES: [CH3:32][CH2:33][OH:34].[H:30][H:31].[NH2:1][c:2]1[c:3]2[c:4]([n:5][cH:6][n:7]1)[n:8]([CH:24]1[CH:25]=[CH:26][CH:27]([OH:29])[CH2:28]1)[cH:9][c:10]2-[c:11]1[cH:12][cH:13][c:14]([O:17][c:18]2[cH:19][cH:20][cH:21][cH:22][cH:23]2)[cH:15][cH:16]1>>[NH2:1][c:2]1[c:3]2[c:4]([n:5][cH:6][n:7]1)[n:8]([CH:24]1[CH2:25][CH2:26][CH:27]([OH:29])[CH2:28]1)[cH:9][c:10]2-[c:11]1[cH:12][cH:13][c:14]([O:17][c:18]2[cH:19][cH:20][cH:21][cH:22][cH:23]2)[cH:15][cH:16]1.